Dataset: the Open Reaction Database (ORD), a public repository of structured organic reaction records. Task: describe an organic reaction: reactants, conditions, products, and yield Procedure details: 4-Amino-N-(5-amino-2-methylphenyl)thieno[3,2-d]pyrimidine-7-carboxamide (50 mg, 0.167 mmol) obtained in Step 3 of Example 39 was dissolved in anhydrous THF (1 mL), TEA (47 μL, 0.334 mmol) and triphosgene (17 mg, 0.059 mmol) were added thereto at 0° C., and the mixture was stirred for 2 hours. 4-Chloro-3-(trifluoromethyl)benzeneamine (49 mg, 0.251 mmol) was added to the reaction mixture, which was stirred at room temperature for 10 hours. The reaction mixture was diluted with ethyl acetate (10 mL... As a reaction SMILES: [NH2:1][C:2]1[C:3]2[S:10][CH:9]=[C:8]([C:11]([NH:13][C:14]3[CH:19]=[C:18]([NH2:20])[CH:17]=[CH:16][C:15]=3[CH3:21])=[O:12])[C:4]=2[N:5]=[CH:6][N:7]=1.Cl[C:23](Cl)([O:25]C(=O)OC(Cl)(Cl)Cl)Cl.[Cl:34][C:35]1[CH:40]=[CH:39][C:38]([NH2:41])=[CH:37][C:36]=1[C:42]([F:45])([F:44])[F:43]>C1COCC1.C(OCC)(=O)C>[NH2:1][C:2]1[C:3]2[S:10][CH:9]=[C:8]([C:11]([NH:13][C:14]3[CH:19]=[C:18]([NH:20][C:23]([NH:41][C:38]4[CH:39]=[CH:40][C:35]([Cl:34])=[C:36]([C:42]([F:43])([F:44])[F:45])[CH:37]=4)=[O:25])[CH:17]=[CH:16][C:15]=3[CH3:21])=[O:12])[C:4]=2[N:5]=[CH:6][N:7]=1. Run in C1CCOC1 (THF), C(C)(=O)OCC (ethyl acetate). Reaction conditions: temperature 0 celsius, time 2 hour. Yield: 175.7%. The reactants are ClC1=C(C=C(C=C1)N)C(F)(F)F (4-Chloro-3-(trifluoromethyl)benzeneamine), TEA, ClC(Cl)(OC(OC(Cl)(Cl)Cl)=O)Cl (triphosgene), NC=1C2=C(N=CN1)C(=CS2)C(=O)NC2=C(C=CC(=C2)N)C (4-Amino-N-(5-amino-2-methylphenyl) thieno[3,2-d]pyrimidine-7-carboxamide). Yields the product NC=1C2=C(N=CN1)C(=CS2)C(=O)NC2=C(C=CC(=C2)NC(=O)NC2=CC(=C(C=C2)Cl)C(F)(F)F)C (4-Amino-N-(5-(3-(4-chloro-3-(trifluoromethyl)phenyl)ureido)-2-methylphenyl)thieno[3,2-d]pyrimidine-7-carboxamide). The reactants are C(C)(C)(C)OC(N[C@H](CC1=CC=CC=C1)C(NC)=O)=O ((R)-(1-Methylcarbamoyl-2-phenyl-ethyl)-carbamic acid tert-butyl ester), Cl.O1CCOCC1 (HCl dioxane). Conditions: temperature 25 celsius, time 1 hour. Yields the product Cl.N[C@@H](C(=O)NC)CC1=CC=CC=C1 ((R)-2-Amino-N-methyl-3-phenyl-propionamide hydrochloride). Reaction SMILES: C(OC(=O)[NH:7][C@@H:8]([C:16](=[O:19])[NH:17][CH3:18])[CH2:9][C:10]1[CH:15]=[CH:14][CH:13]=[CH:12][CH:11]=1)(C)(C)C.[ClH:21].O1CCOCC1>>[ClH:21].[NH2:7][C@H:8]([CH2:9][C:10]1[CH:15]=[CH:14][CH:13]=[CH:12][CH:11]=1)[C:16]([NH:17][CH3:18])=[O:19] |f:1.2,3.4|. Reported procedure: (R)-(1-Methylcarbamoyl-2-phenyl-ethyl)-carbamic acid tert-butyl ester (722 mg, 2.6 mmol) was dissolved in 4M HCl-dioxane (10 mL) at 0° C. The mixture was stirred for 1 hour at 25° C., concentrated and the residue triturated with ether. Yield, 517 mg, 93%. Starting materials: ClC1=C(C=CC(=C1)Cl)S (2,4-dichlorothiophenol), ClC=1C=C(C=O)C=CC1Cl (3,4-dichlorobenzaldehyde), NCCCCCCO (6-amino-1-hexanol), BrC1=C(C=CC=C1)S (2-bromothiophenol), ClC1=C(C=O)C=CC=C1 (2-chlorobenzaldehyde), NCCCN1C(CCC1)=O (1-(3-aminopropyl)-2-pyrrolidinone). Product: BrC1=C(C=CC=C1)SC1=C(C=C(C=C1)\C=C\C(=O)NCCCN1C(CCC1)=O)Cl ((2-Bromophenyl)[2-chloro-4-(E-((3-(2-oxopyrrolidin-1-yl)prop-1-ylamino)carbonyl) ethenyl)phenyl]sulfide). RXN SMILES: [Cl:1][C:2]1[CH:7]=[C:6](Cl)[CH:5]=[CH:4][C:3]=1[SH:9].[Br:10][C:11]1[CH:16]=[CH:15][CH:14]=[CH:13][C:12]=1S.ClC1C=C[CH:24]=[CH:23][C:20]=1[CH:21]=[O:22].ClC1C=C(C=CC=1Cl)C=O.NCCCCCCO.[NH2:45][CH2:46][CH2:47][CH2:48][N:49]1C[CH2:52][CH2:51][C:50]1=[O:54]>>[Br:10][C:11]1[CH:16]=[CH:15][CH:14]=[CH:13][C:12]=1[S:9][C:3]1[CH:4]=[CH:5][C:6](/[CH:52]=[CH:51]/[C:50]([NH:49][CH2:48][CH2:47][CH2:46][N:45]2[CH2:24][CH2:23][CH2:20][C:21]2=[O:22])=[O:54])=[CH:7][C:2]=1[Cl:1]. Procedure: The title compound was prepared by the procedures described in Example 1 substituting 2,4-dichlorothiophenol with 2-bromothiophenol, 2-chlorobenzaldehyde with 3,4-dichlorobenzaldehyde, and 6-amino-1-hexanol with 1-(3-aminopropyl)-2-pyrrolidinone. 1H-NMR (DMSO-d6, 300 MHz) δ 8.12 (t, J=5.9 Hz, 1H), 7.81 (m, 2H), 7.52 (dd, J=8.1, 2.0 Hz, 1H), 7.44 (dt, J=7.5, 1.4, 1H), 7.34 (dt, J=7.5, 2.0, 1H), 7.39 (d, J=15.8 Hz, 1H), 7.28 (dd, J=7.6, 1.9 Hz, 1H), 7.05 (d, J=8.1 Hz, 1H), 6.67 (d, J=15.8 Hz, 1H),... Reactants: BrC1=C(C(=CC(=C1)[N+](=O)[O-])Br)OCCCCCCCBr (1,3-dibromo-2-(7-bromoheptyloxy)-5-nitrobenzene), C1(C=2C(C(N1)=O)=CC=CC2)=O.[K] (potassium phthalimide), CC(=O)C (acetone). Conditions: time 24 hour. The product is BrC1=C(OC(CCCCCN2C(C3=CC=CC=C3C2=O)=O)C)C(=CC(=C1)[N+](=O)[O-])Br (2-(6-(2,6-dibromo-4-nitrophenoxy)heptyl)isoindoline-1,3-dione), solid. The yield is 80.0%. Reaction SMILES: [Br:1][C:2]1[CH:7]=[C:6]([N+:8]([O-:10])=[O:9])[CH:5]=[C:4]([Br:11])[C:3]=1[O:12][CH2:13][CH2:14][CH2:15][CH2:16][CH2:17][CH2:18]CBr.[C:21]1(=[O:31])[NH:25][C:24](=[O:26])[C:23]2=[CH:27][CH:28]=[CH:29][CH:30]=[C:22]12.[K].[CH3:33]C(C)=O>>[Br:11][C:4]1[CH:5]=[C:6]([N+:8]([O-:10])=[O:9])[CH:7]=[C:2]([Br:1])[C:3]=1[O:12][CH:13]([CH3:33])[CH2:14][CH2:15][CH2:16][CH2:17][CH2:18][N:25]1[C:21](=[O:31])[C:22]2[C:23](=[CH:27][CH:28]=[CH:29][CH:30]=2)[C:24]1=[O:26] |f:1.2,^1:31|. Procedure details: To a solution of 11 (1.33 g, 2.34 mmol) in acetone (30 mL) was added potassium phthalimide (0.56 g, 3.05 mmol). The resulting mixture was stirred for 24 hours under reflux conditions. The reaction mixture was cooled to room temperature and filtered through Celite. The filtrate was concentrated in vacuo. MPLC purification (Hexanes:EtOAc/80:20) of the residue gave 12 as a white amorphous solid (1.18 g, 80%). 1H NMR (CDCl3) δ 8.63 (s, 2H), 7.83-7.85 (m, 2H), 7.70-7.72 (m, 2H), 4.02 (t, J=6.4 Hz, 2H... Conditions: time 24 hour. Procedure details: 36 g of N,N-dimethylpivalamide was dissolved in 85 ml of toluene; under ice cooling conditions, 11.3 ml of phosphorus oxychloride was added drop by drop, followed by stirring at room temperature for 24 hours. To this solution, 12.0 g of 3-amino-6-chloropyridazine was added, followed by stirring at 60-70° C. for 24 hours. After cooling, ethyl acetate was added; the mixture was washed with a 2 N aqueous solution of sodium hydroxide and saline and dried with sodium sulfate. After the dry product wa... Reaction SMILES: [CH3:1][N:2]([CH3:9])[C:3](=O)[C:4]([CH3:7])([CH3:6])[CH3:5].P(Cl)(Cl)(Cl)=O.[NH2:15][C:16]1[N:17]=[N:18][C:19]([Cl:22])=[CH:20][CH:21]=1.C(OCC)(=O)C>C1(C)C=CC=CC=1>[CH3:1][N:2]([CH3:9])[C:3](=[N:15][C:16]1[N:17]=[N:18][C:19]([Cl:22])=[CH:20][CH:21]=1)[C:4]([CH3:7])([CH3:6])[CH3:5]. Product: CN(C(C(C)(C)C)=NC=1N=NC(=CC1)Cl)C (N,N-dimethyl-N′-(6-chloropyridazin-3-yl)pivalamidine). The solvent is C1(=CC=CC=C1)C (toluene). Isolated yield 28.6%. Starting materials: C(C)(=O)OCC (ethyl acetate), CN(C(C(C)(C)C)=O)C (N,N-dimethylpivalamide), NC=1N=NC(=CC1)Cl (3-amino-6-chloropyridazine), P(=O)(Cl)(Cl)Cl (phosphorus oxychloride). The reactants are CN1N=C(C(=C1)[N+](=O)[O-])C(=O)O (1-methyl-4-nitropyrazole-3-carboxylic acid), C1=CN(C=N1)C(=O)N2C=CN=C2 (carbonyl-1,1′-diimidazole), CN (methylamine), solution. Run in C1CCOC1 (THF), C1CCOC1 (THF). Conditions: temperature 0 celsius, time 8 hour. Yields the product CNC(=O)C1=NN(C=C1[N+](=O)[O-])C (N,1-dimethyl-4-nitropyrazole-3-carboxamide). Reaction SMILES: [CH3:1][N:2]1[CH:6]=[C:5]([N+:7]([O-:9])=[O:8])[C:4]([C:10]([OH:12])=O)=[N:3]1.C1N=C[N:15](C(N2C=NC=C2)=O)[CH:14]=1.CN>C1COCC1>[CH3:14][NH:15][C:10]([C:4]1[C:5]([N+:7]([O-:9])=[O:8])=[CH:6][N:2]([CH3:1])[N:3]=1)=[O:12]. Procedure: To 1-methyl-4-nitropyrazole-3-carboxylic acid (2.0 g) in THF (30 ml) was charged carbonyl-1,1′-diimidazole (1.9 g) over 1 hour at room temperature. The reaction was stirred overnight before cooling to 0° C. A solution of methylamine in THF (12 ml of a 2M solution) was added and the reaction stirred for 1 hour. The THF layer was separated and concentrated in vacuo. The crude oil was purified by column chromatography on silica (25 g), eluting with 100% EtOAc (500 ml) to give N,1-dimethyl-4-nitropy... Reactants: CO, CCOCC, O=C(O)c1ccc(Cl)nc1Cl, O=S(Cl)Cl. Product: COC(=O)c1ccc(Cl)nc1Cl. RXN SMILES: [CH3:16][OH:17].[CH3:18][CH2:19][O:20][CH2:21][CH3:22].[Cl:1][c:2]1[c:3]([C:4](=[O:5])[OH:6])[cH:7][cH:8][c:9]([Cl:11])[n:10]1.[S:12]([Cl:13])([Cl:14])=[O:15]>>[Cl:1][c:2]1[c:3]([C:4](=[O:5])[O:6][CH3:16])[cH:7][cH:8][c:9]([Cl:11])[n:10]1.